Dataset: the Open Reaction Database (ORD), a public repository of structured organic reaction records. Task: describe an organic reaction: reactants, conditions, products, and yield Starting materials: C(C1=CC=CC=C1)N1C[C@@H]2N(C(C=3C=CC(=CC3C2)Br)=O)CC1 ((R)-2-benzyl-9-bromo-1,2,3,4,11,11a-hexahydro-pyrazino[1,2-b]isoquinolin-6-one), C(C1=CC=CC=C1)N1C[C@@H]2N(C(C=3C(=CC=CC3C2)Br)=O)CC1 ((R)-2-benzyl-7-bromo-1,2,3,4,11,11a-hexahydro-pyrazino[1,2-b]isoquinolin-6-one), C(=C)(C)B(O)O (isopropenyl boronic acid), C(=O)([O-])[O-].[K+].[K+] (K2CO3). The reagents and catalysts are C=1C=CC(=CC1)[P](C=2C=CC=CC2)(C=3C=CC=CC3)[Pd]([P](C=4C=CC=CC4)(C=5C=CC=CC5)C=6C=CC=CC6)([P](C=7C=CC=CC7)(C=8C=CC=CC8)C=9C=CC=CC9)[P](C=1C=CC=CC1)(C=1C=CC=CC1)C=1C=CC=CC1 (tetrakis(triphenylphosphine)palladium). The solvent is COCCOC (DME), O (water). Run at temperature 80 celsius. Yields the product C(C1=CC=CC=C1)N1C[C@@H]2N(C(C=3C=CC(=CC3C2)C(=C)C)=O)CC1 ((R)-2-benzyl-9-isopropenyl-1,2,3,4,11,11a-hexahydro-pyrazino[1,2-b]isoquinolin-6-one). Reaction SMILES: [CH2:1]([N:8]1[CH2:23][CH2:22][N:11]2[C:12](=[O:21])[C:13]3[CH:14]=[CH:15][C:16](Br)=[CH:17][C:18]=3[CH2:19][C@@H:10]2[CH2:9]1)[C:2]1[CH:7]=[CH:6][CH:5]=[CH:4][CH:3]=1.[CH2:24](N1CCN2C(=O)C3C(Br)=CC=CC=3C[C@@H]2C1)[C:25]1C=CC=C[CH:26]=1.C(B(O)O)(C)=C.C([O-])([O-])=O.[K+].[K+]>COCCOC.O.C1C=CC([P]([Pd]([P](C2C=CC=CC=2)(C2C=CC=CC=2)C2C=CC=CC=2)([P](C2C=CC=CC=2)(C2C=CC=CC=2)C2C=CC=CC=2)[P](C2C=CC=CC=2)(C2C=CC=CC=2)C2C=CC=CC=2)(C2C=CC=CC=2)C2C=CC=CC=2)=CC=1>[CH2:1]([N:8]1[CH2:23][CH2:22][N:11]2[C:12](=[O:21])[C:13]3[CH:14]=[CH:15][C:16]([C:25]([CH3:26])=[CH2:24])=[CH:17][C:18]=3[CH2:19][C@@H:10]2[CH2:9]1)[C:2]1[CH:7]=[CH:6][CH:5]=[CH:4][CH:3]=1 |f:3.4.5,^1:69,71,90,109|. Reported procedure: A degassed mixture of (R)-2-benzyl-9-bromo-1,2,3,4,11,11a-hexahydro-pyrazino[1,2-b]isoquinolin-6-one with (R)-2-benzyl-7-bromo-1,2,3,4,11,11a-hexahydro-pyrazino[1,2-b]isoquinolin-6-one (9-Br:7-Br=11:2, 100 mg, 0.27 mmol), isopropenyl boronic acid (46 mg, 0.54 mmol), tetrakis(triphenylphosphine)palladium (16 mg, 0.013 mmol) and K2CO3 (82 mg, 0.59 mmol) in DME (2 mL) and water (0.6 mL) was heated at 80° C. for 9 h to give dark brownish reaction mixture. The mixture was then cooled, quenched with 1...